From a dataset of the Open Reaction Database (ORD), a public repository of structured organic reaction records. describe an organic reaction: reactants, conditions, products, and yield Starting materials: C(=O)(O)C=1C(=C2C3(CCS(C2=CC1)(=O)=O)OCCO3)C (6-carboxy-4,4-ethylenedioxy-5-methylthiochroman-1,1-dioxide), Cl (hydrochloric acid). The solvent is CC(=O)C (acetone), O (water). Run at time 2 day. The product is C(=O)(O)C=1C(=C2C(CCS(C2=CC1)(=O)=O)=O)C (6-Carboxy-5-methylthiochroman-4-one-1,1-dioxide). Yield: 99.8%. As a reaction SMILES: [C:1]([C:4]1[C:5]([CH3:20])=[C:6]2[C:11](=[CH:12][CH:13]=1)[S:10](=[O:15])(=[O:14])[CH2:9][CH2:8][C:7]12OCC[O:16]1)([OH:3])=[O:2].Cl>CC(C)=O.O>[C:1]([C:4]1[C:5]([CH3:20])=[C:6]2[C:11](=[CH:12][CH:13]=1)[S:10](=[O:15])(=[O:14])[CH2:9][CH2:8][C:7]2=[O:16])([OH:3])=[O:2]. Reported procedure: 16.0 Grams (54 mmol) of 6-carboxy-4,4-ethylenedioxy-5-methylthiochroman-1,1-dioxide was dissolved in 90 ml of acetone and 30 ml of water, and 10 ml of a 12N hydrochloric acid aqueous solution was added. The mixture was stirred at room temperature for 2 days. After the completion of the reaction, the reaction mixture was concentrated, and extracted with ethyl acetate. An organic layer was washed with a saturated sodium chloride aqueous solution and dried over anhydrous sodium sulfate, and the sol...